Task: describe an organic reaction: reactants, conditions, products, and yield. Dataset: the Open Reaction Database (ORD), a public repository of structured organic reaction records Product: CCCCCCn1c2c(ccc1=O)C(=O)CCC2. As a reaction SMILES: [Br:14][CH2:15][CH2:16][CH2:17][CH2:18][CH2:19][CH3:20].[CH3:21][N:22]([CH3:23])[CH:24]=[O:25].[LiH:13].[O:1]=[C:2]1[c:3]2[cH:4][cH:5][c:6](=[O:12])[nH:7][c:8]2[CH2:9][CH2:10][CH2:11]1>>[O:1]=[C:2]1[c:3]2[cH:4][cH:5][c:6](=[O:12])[n:7]([CH2:15][CH2:16][CH2:17][CH2:18][CH2:19][CH3:20])[c:8]2[CH2:9][CH2:10][CH2:11]1. The reactants are CCCCCCBr, CN(C)C=O, [LiH], O=C1CCCc2[nH]c(=O)ccc21. Starting materials: [Al+3], Cc1c[nH]c(C)c1, CCOC(C)=O, COc1ccc(C(=O)Cl)cc1OC, [Cl-], [Cl-], [Cl-], ClCCl. The product is COc1ccc(C(=O)c2[nH]c(C)cc2C)cc1OC. As a reaction SMILES: [Al+3:2].[CH3:18][c:19]1[nH:20][cH:21][c:22]([CH3:24])[cH:23]1.[CH3:28][CH2:29][O:30][C:31](=[O:32])[CH3:33].[CH3:5][O:6][c:7]1[cH:8][c:9]([C:10](=[O:11])[Cl:12])[cH:13][cH:14][c:15]1[O:16][CH3:17].[Cl-:1].[Cl-:3].[Cl-:4].[Cl:25][CH2:26][Cl:27]>>[CH3:5][O:6][c:7]1[cH:8][c:9]([C:10](=[O:11])[c:21]2[nH:20][c:19]([CH3:18])[cH:23][c:22]2[CH3:24])[cH:13][cH:14][c:15]1[O:16][CH3:17]. Yield: 83.0%. Procedure details: Purification by chromatography on silica gave t-butyl N-benzyloxy-N-decylcarbamate as a colorless oil (8.39 g, 79% yield). To a solution of this urethane (7.0 g) in methylene chloride (15 ml) at room temperature under nitrogen was added trifluoroacetic acid (15 ml). After 30 minutes, the solution was evaporated at 40° C. lN NaHCO3 was added and solid Na2CO3 was added to bring the pH to 9. The mixture was extracted twice with methylene chloride, and the combined extracts were dried (MgSO4), filte... Product: C(C1=CC=CC=C1)ON(C(=O)NC)CCCCCCCCCC (N-benzyloxy-N-decyl-N'-methylurea). Run in C(Cl)Cl (methylene chloride). Starting materials: C(CCCCCCCCC)NOCC1=CC=CC=C1 (decyl-N-benzyloxyamine), CN=C=O (methyl isocyanate). Conditions: time 2 hour. Reaction SMILES: [CH2:1]([NH:11][O:12][CH2:13][C:14]1[CH:19]=[CH:18][CH:17]=[CH:16][CH:15]=1)[CH2:2][CH2:3][CH2:4][CH2:5][CH2:6][CH2:7][CH2:8][CH2:9][CH3:10].[CH3:20][N:21]=[C:22]=[O:23]>C(Cl)Cl>[CH2:13]([O:12][N:11]([CH2:1][CH2:2][CH2:3][CH2:4][CH2:5][CH2:6][CH2:7][CH2:8][CH2:9][CH3:10])[C:22]([NH:21][CH3:20])=[O:23])[C:14]1[CH:15]=[CH:16][CH:17]=[CH:18][CH:19]=1. Starting materials: C(CN)N (ethylenediamine), ClC=1C=NC=CC1 (3-chloropyridine), CC(C)([O-])C.[K+] (potassium tert-butoxide). Solvent: O (water). Conditions: temperature 118 celsius. Yields the product N1=CC(=CC=C1)NCCN (N1-(Pyridin-3-yl)-ethane-1,2-diamine). RXN SMILES: [CH2:1]([NH2:4])[CH2:2][NH2:3].Cl[C:6]1[CH:7]=[N:8][CH:9]=[CH:10][CH:11]=1.CC(C)([O-])C.[K+]>O>[N:8]1[CH:9]=[CH:10][CH:11]=[C:6]([NH:3][CH2:2][CH2:1][NH2:4])[CH:7]=1 |f:2.3|. Procedure details: A mixture of 1.32 g of ethylenediamine, 250 mg of 3-chloropyridine, and 740 mg of potassium tert-butoxide was heated at 118° C. in a sealed tube for 18 hrs. The reaction was cooled to room temperature, diluted with water and extracted with chloroform. The organic extracts were dried over sodium sulfate, filtered, and concentrated to give the title product as a red oil. MS (M+H)+=137.9. Starting materials: COC(=O)C(C)NC(=O)Oc1ccc([N+](=O)[O-])cc1, CNCc1coc(C(C)C)n1. The product is COC(=O)C(C)NC(=O)N(C)Cc1coc(C(C)C)n1. RXN SMILES: [CH3:12][O:13][C:14]([CH:15]([NH:16][C:17]([O:19][c:18]1[cH:20][cH:21][c:22]([N+:23]([O-:24])=[O:25])[cH:26][cH:27]1)=[O:28])[CH3:29])=[O:30].[CH:1]([CH3:2])([CH3:3])[c:4]1[o:5][cH:6][c:7]([CH2:9][NH:10][CH3:11])[n:8]1>>[CH:1]([CH3:2])([CH3:3])[c:4]1[o:5][cH:6][c:7]([CH2:9][N:10]([CH3:11])[C:17]([NH:16][CH:15]([C:14]([O:13][CH3:12])=[O:30])[CH3:29])=[O:19])[n:8]1. Reactants: [OH-].[Na+] (NaOH), Cl.Cl.ONC(\C=C\C1=NC=C(N=C1)N[C@H]1CN(CC1)CCC1=CC=CC=C1)=O ((2E)-N-hydroxy-3-(5-{[(3R)-1-(2-phenylethyl)-3-pyrrolidinyl]amino}-2-pyrazinyl)acrylamide dihydrochloride). Solvent: O (water). Run at time 5 hour. The product is ONC(\C=C\C1=NC=C(N=C1)N[C@H]1CN(CC1)CCC1=CC=CC=C1)=O ((2E)-N-hydroxy-3-(5-{[(3R)-1-(2-phenylethyl)-3-pyrrolidinyl]amino}-2-pyrazinyl)acrylamide). The yield is 85.6%. Reaction SMILES: [OH-].[Na+].Cl.Cl.[OH:5][NH:6][C:7](=[O:30])/[CH:8]=[CH:9]/[C:10]1[CH:15]=[N:14][C:13]([NH:16][C@@H:17]2[CH2:21][CH2:20][N:19]([CH2:22][CH2:23][C:24]3[CH:29]=[CH:28][CH:27]=[CH:26][CH:25]=3)[CH2:18]2)=[CH:12][N:11]=1>O>[OH:5][NH:6][C:7](=[O:30])/[CH:8]=[CH:9]/[C:10]1[CH:15]=[N:14][C:13]([NH:16][C@@H:17]2[CH2:21][CH2:20][N:19]([CH2:22][CH2:23][C:24]3[CH:29]=[CH:28][CH:27]=[CH:26][CH:25]=3)[CH2:18]2)=[CH:12][N:11]=1 |f:0.1,2.3.4|. Procedure details: 1N-NaOH (4.7 mL) was added to the solution of (2E)-N-hydroxy-3-(5-{[(3R)-1-(2-phenylethyl)-3-pyrrolidinyl]amino}-2-pyrazinyl)acrylamide dihydrochloride (1.0 g) in water (20 mL) under ice-cooling and the mixture was stirred at 5-10 deg for 5 hr. The isolated precipitate was collected by filtration to give (2E)-N-hydroxy-3-(5-{[(3R)-1-(2-phenylethyl)-3-pyrrolidinyl]amino}-2-pyrazinyl)acrylamide (0.71 g).